From a dataset of the Open Reaction Database (ORD), a public repository of structured organic reaction records. describe an organic reaction: reactants, conditions, products, and yield Reactants: FC(C(CC(=O)OCC)=O)(F)F (ethyl trifluoroacetoacetate), Cl.ClC1=C(C=CC=C1)NN (2-chlorophenylhydrazine hydrochloride). The solvent is C(C)(=O)O (acetic acid). Run at temperature 100 celsius, time 8 hour. Product: C1(=CC=CC=C1)N1N=C(CC1=O)C1=CC=CC=C1 (2,4-dihydro-2,5-diphenyl-3H-pyrazol-3-one). Isolated yield 93.7%. As a reaction SMILES: F[C:2](F)(F)[C:3](=O)[CH2:4][C:5]([O:7]CC)=O.Cl.Cl[C:15]1[CH:20]=[CH:19][CH:18]=[CH:17][C:16]=1[NH:21][NH2:22]>C(O)(=O)C>[C:16]1([N:21]2[C:5](=[O:7])[CH2:4][C:3]([C:2]3[CH:19]=[CH:20][CH:15]=[CH:16][CH:17]=3)=[N:22]2)[CH:17]=[CH:18][CH:19]=[CH:20][CH:15]=1 |f:1.2|. Reported procedure: A mixture of 5 g (27.2 mmol) of ethyl trifluoroacetoacetate and 4.86 g (27.2 mmol) of 2-chlorophenylhydrazine hydrochloride in 50 ml of acetic acid was heated at 100° C. with stirring overnight. The mixture was concentrated in vacuo (70° C.), the residue was disolved in methanol and concentrated in vacuo. The residue was triturated in methylene chloride, cooled (0° C.), and the white solid was filtered to afford 3.01 g (42%) of 2,4-dihydro-2-(2-chlorophenyl)-5-trifluoromethyl-3H-pyrazol-3-one (F... Reactants: [Br-], C1CCOC1, Cc1ccccc1, CCCCCC, COc1ccccc1Cl, [Mg+]c1ccc2ccccc2c1. The product is COc1ccccc1-c1ccc2ccccc2c1. RXN SMILES: [Br-:6].[CH2:1]1[O:2][CH2:3][CH2:4][CH2:5]1.[CH3:27][c:28]1[cH:29][cH:30][cH:31][cH:32][cH:33]1.[CH3:34][CH2:35][CH2:36][CH2:37][CH2:38][CH3:39].[Cl:18][c:19]1[c:20]([O:25][CH3:26])[cH:21][cH:22][cH:23][cH:24]1.[cH:7]1[c:8]([Mg+:17])[cH:9][cH:10][c:11]2[cH:12][cH:13][cH:14][cH:15][c:16]12>>[cH:7]1[c:8](-[c:19]2[c:20]([O:25][CH3:26])[cH:21][cH:22][cH:23][cH:24]2)[cH:9][cH:10][c:11]2[cH:12][cH:13][cH:14][cH:15][c:16]12. Reactants: C1(=CC=CC=C1)CC(=O)Cl (2-phenylacetyl chloride), [S-]C#N.[K+] (potassium thiocyanate), C(C)#N (acetonitrile), C(O)([O-])=O.[Na+] (sodium hydrogencarbonate). Solvent: C(C)(=O)OCC (ethyl acetate). Run at temperature 60 celsius, time 2 hour. Yields the product C1(=CC=CC=C1)CC(=O)N=C=S (phenylacetyl isothiocyanate). Reaction SMILES: [C:1]1([CH2:7][C:8](Cl)=[O:9])[CH:6]=[CH:5][CH:4]=[CH:3][CH:2]=1.[S-:11][C:12]#[N:13].[K+].C(#N)C.C(=O)([O-])O.[Na+]>C(OCC)(=O)C>[C:1]1([CH2:7][C:8]([N:13]=[C:12]=[S:11])=[O:9])[CH:6]=[CH:5][CH:4]=[CH:3][CH:2]=1 |f:1.2,4.5|. Procedure: To 2-phenylacetyl chloride (36.6 mg) was added potassium thiocyanate (53.8 mg) and acetonitrile (3 ml) under a nitrogen atmosphere, followed by stirring at 60° C. for 2 hrs. The reaction mixture was cooled down to room temperature, and then ethyl acetate (20 ml) and a saturated aqueous solution of sodium hydrogencarbonate (20 ml) were added thereto, followed by stirring for 30 min. After partitioning the solution, the separated organic layer was washed with a saturated aqueous solution of sodium... Reactants: BrCCN(C=1C(=CC2=C(N(N=C2C1)C1=CC=C(C=C1)Cl)C(=O)NC)C1CC1)S(=O)(=O)C (6-[2-bromoethyl(methylsulfonyl)amino]-2-(4-chlorophenyl)-5-cyclopropyl-N-methyl-indazole-3-carboxamide), Cl.N1CC(C1)O (azetidin-3-ol hydrochloride), C([O-])([O-])=O.[K+].[K+] (potassium carbonate), resultant suspension. Run in CC#N (MeCN). Run at time 3 day. Yields the product ClC1=CC=C(C=C1)N1N=C2C=C(C(=CC2=C1C(=O)NC)C1CC1)N(S(=O)(=O)C)CCN1CC(C1)O (2-(4-chlorophenyl)-5-cyclopropyl-6-[2-(3-hydroxyazetidin-1-yl)ethyl-methylsulfonyl-amino]-N-methyl-indazole-3-carboxamide), solid. Isolated yield 91.0%. RXN SMILES: Br[CH2:2][CH2:3][N:4]([S:28]([CH3:31])(=[O:30])=[O:29])[C:5]1[C:6]([CH:25]2[CH2:27][CH2:26]2)=[CH:7][C:8]2[C:12]([CH:13]=1)=[N:11][N:10]([C:14]1[CH:19]=[CH:18][C:17]([Cl:20])=[CH:16][CH:15]=1)[C:9]=2[C:21]([NH:23][CH3:24])=[O:22].Cl.[NH:33]1[CH2:36][CH:35]([OH:37])[CH2:34]1.C(=O)([O-])[O-].[K+].[K+]>CC#N>[Cl:20][C:17]1[CH:18]=[CH:19][C:14]([N:10]2[C:9]([C:21]([NH:23][CH3:24])=[O:22])=[C:8]3[C:12]([CH:13]=[C:5]([N:4]([CH2:3][CH2:2][N:33]4[CH2:36][CH:35]([OH:37])[CH2:34]4)[S:28]([CH3:31])(=[O:30])=[O:29])[C:6]([CH:25]4[CH2:27][CH2:26]4)=[CH:7]3)=[N:11]2)=[CH:15][CH:16]=1 |f:1.2,3.4.5|. Procedure details: To a stirred solution of 6-[2-bromoethyl(methylsulfonyl)amino]-2-(4-chlorophenyl)-5-cyclopropyl-N-methyl-indazole-3-carboxamide (5 mg, 0.01 mmol) in MeCN (500 uL) was added azetidin-3-ol hydrochloride (6.6 mg, 0.06 mmol) followed by potassium carbonate (6 mg). The resultant suspension was heated at 65 deg C. in a sealed vial and after 3 days, cooled to RT then filtered through a cotton wool plug. The residue was washed with MeCN (2 mL) and the volatiles removed in vacuo. The residual colourless ... Reactants: Cc1ccc(Br)c(F)c1, OCCC1CN(Cc2ccccc2)CCN1, CC(C)(C)[O-], CS(C)=O, CCOC(C)=O, [Na+], O. The product is Cc1ccc(Br)c(N2CCN(Cc3ccccc3)CC2CCO)c1. RXN SMILES: [Br:17][c:18]1[c:19]([F:25])[cH:20][c:21]([CH3:24])[cH:22][cH:23]1.[CH2:1]([c:2]1[cH:3][cH:4][cH:5][cH:6][cH:7]1)[N:8]1[CH2:9][CH:10]([CH2:14][CH2:15][OH:16])[NH:11][CH2:12][CH2:13]1.[CH3:26][C:27]([CH3:28])([O-:29])[CH3:30].[CH3:33][S:34](=[O:35])[CH3:36].[CH3:37][CH2:38][O:39][C:40](=[O:41])[CH3:42].[Na+:31].[OH2:32]>>[CH2:1]([c:2]1[cH:3][cH:4][cH:5][cH:6][cH:7]1)[N:8]1[CH2:9][CH:10]([CH2:14][CH2:15][OH:16])[N:11]([c:19]2[c:18]([Br:17])[cH:23][cH:22][c:21]([CH3:24])[cH:20]2)[CH2:12][CH2:13]1.